Dataset: the Open Reaction Database (ORD), a public repository of structured organic reaction records. Task: describe an organic reaction: reactants, conditions, products, and yield Starting materials: CC1(C2C(C=3C(=CC=4C(=NON4)C3)O1)O2)C (7,8-dihydro-6,6-dimethyl-7,8-epoxy-6H-pyrano[2,3-f]benzo-2,1,3-oxadiazole), ice water, [OH-].[Na+] (NaOH), solution, [C-]#N.C(C)[Al+]CC (diethyl-aluminum cyanide). The solvent is C1(=CC=CC=C1)C (toluene), C1(=CC=CC=C1)C (toluene). The product is C(#N)C1=CC(OC2=CC=3C(=NON3)C=C21)(C)C (8-cyano-6,6-dimethyl-6H-pyrano[2,3-f]benzo-2,1,3-oxadiazole). As a reaction SMILES: [CH3:1][C:2]1([CH3:16])[O:14][C:6]2=[CH:7][C:8]3[C:9]([CH:13]=[C:5]2[CH:4]2O[CH:3]12)=[N:10][O:11][N:12]=3.[C-:17]#[N:18].C([Al+]CC)C.[OH-].[Na+]>C1(C)C=CC=CC=1>[C:17]([C:4]1[C:5]2[C:6](=[CH:7][C:8]3[C:9]([CH:13]=2)=[N:10][O:11][N:12]=3)[O:14][C:2]([CH3:16])([CH3:1])[CH:3]=1)#[N:18] |f:1.2,3.4|. Procedure: To a mixture of 3.9 g of 7,8-dihydro-6,6-dimethyl-7,8-epoxy-6H-pyrano[2,3-f]benzo-2,1,3-oxadiazole and 80 ml of toluene was added dropwise 90 ml of a 1.0M solution of diethyl-aluminum cyanide in toluene with stirring under ice-cooling, followed by stirring at room temperature for 2 hours. The reaction mixture was poured into ice-water, and 2N NaOH was added thereto. The mixture was extracted with methylene chloride, and the organic layer was washed with water and dried. The solvent was removed b...